Dataset: the Open Reaction Database (ORD), a public repository of structured organic reaction records. Task: describe an organic reaction: reactants, conditions, products, and yield Reactants: CC(=O)O[BH-](OC(C)=O)OC(C)=O, CCc1nc2ccccc2n1-c1nc(N2CCOCC2)c2nc(C=O)n(C)c2n1, OC1CCN(C2CNC2)C1, [Na+]. Yields the product CCc1nc2ccccc2n1-c1nc(N2CCOCC2)c2nc(CN3CC(N4CCC(O)C4)C3)n(C)c2n1. RXN SMILES: [C:40]([O:41][BH-:42]([O:43][C:44](=[O:45])[CH3:46])[O:47][C:48](=[O:49])[CH3:50])(=[O:51])[CH3:52].[CH2:1]([CH3:2])[c:3]1[n:4][c:5]2[c:6]([n:7]1-[c:8]1[n:9][c:10]([N:20]3[CH2:21][CH2:22][O:23][CH2:24][CH2:25]3)[c:11]3[n:12][c:13]([CH:18]=[O:19])[n:14]([CH3:17])[c:15]3[n:16]1)[cH:26][cH:27][cH:28][cH:29]2.[NH:30]1[CH2:31][CH:32]([N:34]2[CH2:35][CH:36]([OH:39])[CH2:37][CH2:38]2)[CH2:33]1.[Na+:53]>>[CH2:1]([CH3:2])[c:3]1[n:4][c:5]2[c:6]([n:7]1-[c:8]1[n:9][c:10]([N:20]3[CH2:21][CH2:22][O:23][CH2:24][CH2:25]3)[c:11]3[n:12][c:13]([CH2:18][N:30]4[CH2:31][CH:32]([N:34]5[CH2:35][CH:36]([OH:39])[CH2:37][CH2:38]5)[CH2:33]4)[n:14]([CH3:17])[c:15]3[n:16]1)[cH:26][cH:27][cH:28][cH:29]2. Reactants: [NH4+].[Cl-] (NH4Cl), C(CCC)[Li] (n-butyl lithium), C(CC(O)(C(=O)O)CC(=O)O)(=O)O (citric acid), COCOC=1C=C(C=CC1)OC (3-methoxymethyloxy-anisole), B(OC)(OC)OC (trimethyl orthoborate). The solvent is C(C)(=O)OCC (ethyl acetate), hexanes, C1CCOC1 (THF). Conditions: temperature -78 celsius, time 1 hour. The product is COC1=C(C(=CC=C1)OCOC)B(O)O (2-methoxy-6-(methoxymethyloxy)phenylboronic acid). Reaction SMILES: [CH3:1][O:2][CH2:3][O:4][C:5]1[CH:6]=[C:7]([O:11][CH3:12])[CH:8]=[CH:9][CH:10]=1.C([Li])CCC.[B:18](OC)([O:21]C)[O:19]C.[NH4+].[Cl-].C(O)(=O)CC(CC(O)=O)(C(O)=O)O>C1COCC1.C(OCC)(=O)C>[CH3:12][O:11][C:7]1[CH:8]=[CH:9][CH:10]=[C:5]([O:4][CH2:3][O:2][CH3:1])[C:6]=1[B:18]([OH:21])[OH:19] |f:3.4|. Procedure: To a solution of 12.0 g (100 mmol) of 3-methoxyphenol in 100 mL of methylene chloride at 0° C. was added 29.5 g (229 mmol) of diisopropylethylamine followed by dropwise addition of 10 g of chloromethyl methyl ether. The reaction mixture was stirred at room temperature overnight, washed with 1N HCl (3×75 mL), 1N NaOH (3×75 mL) and brine and was dried over anhydrous MgSO4. The mixture was filtered and concentrated in vacuo to give 3-methoxymethyloxy-anisole. 6.0 g (36 mmol) of 3-methoxymethyloxy-a...